describe an organic reaction: reactants, conditions, products, and yield From a dataset of the Open Reaction Database (ORD), a public repository of structured organic reaction records. Reactants: [OH-].[Mg+2].[OH-] (magnesium hydroxide), stainless steel, C(CCCCCC(C)(C)C)(=O)[O-] (neo decanoate). Solvent: O (Water), O (water). Conditions: temperature 95 celsius. Yields the product C(CCCCCC(C)(C)C)(=O)[O-].[Mg+2].C(CCCCCC(C)(C)C)(=O)[O-] (magnesium neo decanoate). RXN SMILES: [OH-].[Mg+2:2].[OH-].[C:4]([O-:15])(=[O:14])[CH2:5][CH2:6][CH2:7][CH2:8][CH2:9][C:10]([CH3:13])([CH3:12])[CH3:11]>O>[C:4]([O-:15])(=[O:14])[CH2:5][CH2:6][CH2:7][CH2:8][CH2:9][C:10]([CH3:11])([CH3:12])[CH3:13].[Mg+2:2].[C:4]([O-:15])(=[O:14])[CH2:5][CH2:6][CH2:7][CH2:8][CH2:9][C:10]([CH3:11])([CH3:12])[CH3:13] |f:0.1.2,5.6.7|. Reported procedure: A solution of magnesium neo decanoate was prepared by adding 1.07 lbs. of magnesium hydroxide and 5.23 lbs. of neo decanoate acid to 380 lbs. of water in a stainless steel drum fitted with an agitator and a metal coil for heating and cooling. The mixture was heated to 95° C. for three hours with good agitation then cooled to 25° C. Water was added to make up for that lost by evaporation, and 0.1 lb. (0.025%) of Triton X-305 was added. The mixture was filtered through fluted filter paper. The sol... Reactants: C1(=CC=CC=C1)N=C=O (phenylisocyanate), C1(=CC=CC=C1)C (toluene), CC=1NC=CN1 (2-methyl-imidazole). Run in O (water). Reaction conditions: time 1 hour. Product: C1(=CC=CC=C1)NC(=O)N1C(=NC=C1)C (1-phenylcarbamoyl-2-methyl-imidazole). Yield: 69.6%. Reaction SMILES: [C:1]1([N:7]=[C:8]=[O:9])[CH:6]=[CH:5][CH:4]=[CH:3][CH:2]=1.C1(C)C=CC=CC=1.[CH3:17][C:18]1[NH:19][CH:20]=[CH:21][N:22]=1>O>[C:1]1([NH:7][C:8]([N:19]2[CH:20]=[CH:21][N:22]=[C:18]2[CH3:17])=[O:9])[CH:6]=[CH:5][CH:4]=[CH:3][CH:2]=1. Procedure: A solution of 11.9 g. (0.1 mol.) of phenylisocyanate in 120 ml. of toluene is added to the stirred solution of 8.61 g. (0.105 mol.) of 2-methyl-imidazole in 60 ml. of water under cooling at a temperature of 10 to 12° C. The reaction mixture is stirred at room temperature for one hour, thereafter the separated product is filtered off, washed and dried. 14.0 g. (69.6%) of 1-phenylcarbamoyl-2-methyl-imidazole are obtained; m.p.: 205°-207° C. Reactants: COC(=O)C#N, [Li]CCCC, CC1Cc2ccccc2C1=O, CC(C)NC(C)C, CC(C)[N-]C(C)C(C)C, [Li+], C1CCOC1. The product is COC(=O)C1(C)Cc2ccccc2C1=O. RXN SMILES: [C:34](#[N:35])[C:36](=[O:37])[O:38][CH3:39].[CH2:8]([Li:9])[CH2:10][CH2:11][CH3:12].[CH3:13][CH:14]1[C:15](=[O:23])[c:16]2[cH:17][cH:18][cH:19][cH:20][c:21]2[CH2:22]1.[CH:1]([NH:2][CH:3]([CH3:4])[CH3:5])([CH3:6])[CH3:7].[CH:24]([CH:25]([N-:26][CH:27]([CH3:28])[CH3:29])[CH3:30])([CH3:31])[CH3:32].[Li+:33].[O:40]1[CH2:41][CH2:42][CH2:43][CH2:44]1>>[CH3:13][C:14]1([C:36](=[O:37])[O:38][CH3:39])[C:15](=[O:23])[c:16]2[cH:17][cH:18][cH:19][cH:20][c:21]2[CH2:22]1. The reactants are CS(=O)(=O)OC1CCN(CC1)C1=CC=C(C#N)C=C1 (4-(4-methanesulfonyloxypiperidin-1-yl)benzonitrile), C([O-])([O-])=O.[K+].[K+] (potassium carbonate), CC1CNCC(O1)C (2,6-dimethylmorpholine), O (water). Solvent: CN(C=O)C (N,N-dimethylformamide). Reaction conditions: temperature 92.5 celsius, time 6 hour. Yields the product CC1CN(CC(O1)C)C1CCN(CC1)C1=CC=C(C#N)C=C1 (4-[4-(2,6-dimethylmorpholin-4-yl)piperidin-1-yl]benzonitrile). Isolated yield 43.8%. RXN SMILES: CS(O[CH:6]1[CH2:11][CH2:10][N:9]([C:12]2[CH:19]=[CH:18][C:15]([C:16]#[N:17])=[CH:14][CH:13]=2)[CH2:8][CH2:7]1)(=O)=O.C(=O)([O-])[O-].[K+].[K+].[CH3:26][CH:27]1[O:32][CH:31]([CH3:33])[CH2:30][NH:29][CH2:28]1.O>CN(C)C=O>[CH3:33][CH:31]1[O:32][CH:27]([CH3:26])[CH2:28][N:29]([CH:6]2[CH2:11][CH2:10][N:9]([C:12]3[CH:19]=[CH:18][C:15]([C:16]#[N:17])=[CH:14][CH:13]=3)[CH2:8][CH2:7]2)[CH2:30]1 |f:1.2.3|. Reported procedure: To a solution of 4-(4-methanesulfonyloxypiperidin-1-yl)benzonitrile (4.90 g) in N,N-dimethylformamide (DMF) (50 ml) were added potassium carbonate (4.83 g) and 2,6-dimethylmorpholine (3.02 g), and the mixture was stirred at 90-95° C. for 6 hours. After cooling, the reaction mixture was poured into water (300 ml) and extracted twice with a mixture of ethyl acetate and n-hexane (100 ml:30 ml). The extracts were combined and washed in turn with water and saturated aqueous sodium chloride, dried ove... The reactants are crude solution, CN(C=CC1=C(C=CC=C1)[N+](=O)[O-])C (β-dimethylamino-2-nitro-styrene), O=O (oxygen). The reagents and catalysts are Cl[Cu] (CuCl). The solvent is CN(C)C=O (DMF). Reaction conditions: time 45 minute. Yields the product [N+](=O)([O-])C1=C(C=O)C=CC=C1 (o-nitrobenzaldehyde). Yield: 88.8%. Reaction SMILES: CN(C)C=[CH:4][C:5]1[CH:10]=[CH:9][CH:8]=[CH:7][C:6]=1[N+:11]([O-:13])=[O:12].[O:15]=O>CN(C=O)C.Cl[Cu]>[N+:11]([C:6]1[CH:7]=[CH:8][CH:9]=[CH:10][C:5]=1[CH:4]=[O:15])([O-:13])=[O:12]. Procedure details: The crude solution of β-dimethylamino-2-nitro-styrene, prepared analogously to Example 1, was diluted with 250 ml of DMF and 3 g of CuCl were added. The mixture was areated at 50° C. for 45 min. using oxygen and the solvent was then removed. After customary working-up, it was possible to isolate 88.8% of o-nitrobenzaldehyde, based on the o-nitro-toluene employed. The proportion of secondary components in the precipitated product was only 0.8%.